From a dataset of the Open Reaction Database (ORD), a public repository of structured organic reaction records. describe an organic reaction: reactants, conditions, products, and yield The reactants are CC(C)(C)OC(=O)N1CCC(F)C1, CCN(CC)S(F)(F)F, CC(Cl)Cl, [Na+], O=C([O-])O, O. The product is CC(C)(C)OC(=O)N1CCC(O)C1. Reaction SMILES: [C:1](=[O:2])([O:3][C:4]([CH3:5])([CH3:6])[CH3:7])[N:8]1[CH2:9][CH:10]([F:13])[CH2:11][CH2:12]1.[CH2:14]([N:15]([S:16]([F:17])([F:18])[F:19])[CH2:20][CH3:21])[CH3:22].[Cl:28][CH:29]([Cl:30])[CH3:31].[Na+:27].[O-:23][C:24]([OH:25])=[O:26].[OH2:32]>>[C:1](=[O:2])([O:3][C:4]([CH3:5])([CH3:6])[CH3:7])[N:8]1[CH2:9][CH:10]([OH:23])[CH2:11][CH2:12]1.